From a dataset of the Open Reaction Database (ORD), a public repository of structured organic reaction records. describe an organic reaction: reactants, conditions, products, and yield Starting materials: C1CCC12NCCC2 (5-azaspiro[3.4]octane), CN(C)C(=[N+](C)C)ON1C2=C(C=CC=C2)N=N1.[B-](F)(F)(F)F (TBTU), CCN(C(C)C)C(C)C (DIEA), C1(CC1)COC1=C(C=CC(=N1)C(=O)O)N1CC(C1)(F)F (6-cyclopropylmethoxy-5-(3,3-difluoro-azetidin-1-yl)-pyridine-2-carboxylic acid). Product: C1CCC12N(CCC2)C(=O)C2=NC(=C(C=C2)N2CC(C2)(F)F)OCC2CC2 ((5-Aza-spiro[3.4]oct-5-yl)-[6-cyclopropylmethoxy-5-(3,3-difluoro-azetidin-1-yl)-pyridin-2-yl]-methanone). Reaction SMILES: [CH:1]1([CH2:4][O:5][C:6]2[N:11]=[C:10]([C:12]([OH:14])=O)[CH:9]=[CH:8][C:7]=2[N:15]2[CH2:18][C:17]([F:20])([F:19])[CH2:16]2)[CH2:3][CH2:2]1.[CH2:21]1[C:24]2([CH2:28][CH2:27][CH2:26][NH:25]2)[CH2:23][CH2:22]1.CN(C(ON1N=NC2C=CC=CC1=2)=[N+](C)C)C.[B-](F)(F)(F)F.CCN(C(C)C)C(C)C>>[CH2:23]1[C:24]2([CH2:28][CH2:27][CH2:26][N:25]2[C:12]([C:10]2[CH:9]=[CH:8][C:7]([N:15]3[CH2:18][C:17]([F:20])([F:19])[CH2:16]3)=[C:6]([O:5][CH2:4][CH:1]3[CH2:2][CH2:3]3)[N:11]=2)=[O:14])[CH2:21][CH2:22]1 |f:2.3|. Reported procedure: In analogy to the procedure described in Example 47 b), 6-cyclopropylmethoxy-5-(3,3-difluoro-azetidin-1-yl)-pyridine-2-carboxylic acid (Example 1 b)) was reacted with 5-azaspiro[3.4]octane (52876-78-5) in the presence of TBTU and DIEA to obtain the title compound as colorless oil; MS (EI): m/e=378.5 [MH+]. Starting materials: C(C)(C)(C)OC(=O)N1CCN(CC1)C=1C(N(N=C(C1C)C1=CC(=C(C=C1)C)F)CC(C)C)=O (4-(4-tert-butoxycarbonyl-1-piperazinyl)-methyl-6-(3-fluoro-4-methylphenyl)-2-isobutyl-2H-pyridazin-3-one), ClC1=CC=C(CN2N=C(C=C(C2=O)COS(=O)(=O)C)C2=CC(=C(C=C2)OC)F)C=C1 (2-(4-chlorobenzyl)-6-(3-fluoro-4-methoxyphenyl)-4-methanesulfonyloxymethyl-2H-pyridazin-3-one), CN1CCNCC1 (1-methylpiperazine). Product: ClC1=CC=C(CN2N=C(C=C(C2=O)CN2CCN(CC2)C)C2=CC(=C(C=C2)OC)F)C=C1 (2-(4-chlorobenzyl)-6-(3-fluoro-4-methoxyphenyl)-4-(4-methyl-1-piperazinyl)methyl-2H-pyridazin-3-one). Yield: 39.5%. Reaction SMILES: C(O[C:6]([N:8]1[CH2:13][CH2:12][N:11](C2C(=O)N(CC(C)C)N=C(C3C=CC(C)=C(F)C=3)C=2C)[CH2:10][CH2:9]1)=O)(C)(C)C.[Cl:34][C:35]1[CH:63]=[CH:62][C:38]([CH2:39][N:40]2[C:45](=[O:46])[C:44]([CH2:47]OS(C)(=O)=O)=[CH:43][C:42]([C:53]3[CH:58]=[CH:57][C:56]([O:59][CH3:60])=[C:55]([F:61])[CH:54]=3)=[N:41]2)=[CH:37][CH:36]=1.CN1CCNCC1>>[Cl:34][C:35]1[CH:36]=[CH:37][C:38]([CH2:39][N:40]2[C:45](=[O:46])[C:44]([CH2:47][N:11]3[CH2:12][CH2:13][N:8]([CH3:6])[CH2:9][CH2:10]3)=[CH:43][C:42]([C:53]3[CH:58]=[CH:57][C:56]([O:59][CH3:60])=[C:55]([F:61])[CH:54]=3)=[N:41]2)=[CH:62][CH:63]=1. Procedure: Following the procedure of Example 1 (10), 2-(4-chlorobenzyl)-6-(3-fluoro-4-methoxyphenyl)-4-methanesulfonyloxymethyl-2H-pyridazin-3-one and 1-methylpiperazine were reacted to yield the title compound as pale brown prisms (yield: 39.5%). The reactants are ClC1=NC2=CC=C(C(=C2C=C1)[N+](=O)[O-])C (2-chloro-6-methyl-5-nitro-quinoline), C(=O)([O-])[O-].[K+].[K+] (K2CO3), CB1OB(OB(O1)C)C (trimethylboroxine). The reagents and catalysts are C1=CC=C(C=C1)P([C-]2C=CC=C2)C3=CC=CC=C3.C1=CC=C(C=C1)P([C-]2C=CC=C2)C3=CC=CC=C3.Cl[Pd]Cl.[Fe+2] (PdCl2(dppf)). Solvent: O1CCOCC1 (dioxane), O (water). Reaction conditions: temperature 105 celsius. Yields the product CC1=NC2=CC=C(C(=C2C=C1)[N+](=O)[O-])C (2,6-dimethyl-5-nitro-quinoline). Yield: 61.4%. RXN SMILES: Cl[C:2]1[CH:11]=[CH:10][C:9]2[C:4](=[CH:5][CH:6]=[C:7]([CH3:15])[C:8]=2[N+:12]([O-:14])=[O:13])[N:3]=1.[C:16]([O-])([O-])=O.[K+].[K+].CB1OB(C)OB(C)O1>O1CCOCC1.O.C1C=CC(P(C2C=CC=CC=2)[C-]2C=CC=C2)=CC=1.C1C=CC(P(C2C=CC=CC=2)[C-]2C=CC=C2)=CC=1.Cl[Pd]Cl.[Fe+2]>[CH3:16][C:2]1[CH:11]=[CH:10][C:9]2[C:4](=[CH:5][CH:6]=[C:7]([CH3:15])[C:8]=2[N+:12]([O-:14])=[O:13])[N:3]=1 |f:1.2.3,7.8.9.10|. Procedure details: To a solution of 2-chloro-6-methyl-5-nitro-quinoline (350 mg, 1.57 mmol) in dioxane (6.7 mL) and water (0.7 mL) were added K2CO3 (652 mg, 4.72 mmol), trimethylboroxine (0.22 mL, 1.57 mmol) and PdCl2(dppf) (129 mg, 0.157 mmol) under Ar. The mixture was heated at 105° C. overnight, then cooled and the resulting solid was collected by filtration, washed with ethyl acetate, and dried. Purification by flash column (hexane/ethyl acetate gradient) gave 2,6-dimethyl-5-nitro-quinoline (195 mg, 61%). Reactants: borax, O1C2=C1CCC2 (1,2-epoxycyclopentene), FC1=C(C=CC(=C1)S)C(C(=O)OC)C (methyl 2-(2-fluoro-4-mercaptophenyl)propionate). Solvent: ClCCl (dichloromethane). Reaction conditions: time 39 hour. Yields the product FC1=C(C=CC(=C1)S[C@@H]1[C@H](CCC1)O)C(C(=O)O)C (2-[2-fluoro-4-((1S,2S)-2-hydroxycyclo-pentylthio)phenyl]propionic acid). The yield is 83.9%. Reaction SMILES: [O:1]1[C:3]2[CH2:4][CH2:5][CH2:6][C:2]1=2.[F:7][C:8]1[CH:13]=[C:12]([SH:14])[CH:11]=[CH:10][C:9]=1[CH:15]([CH3:20])[C:16]([O:18]C)=[O:17]>ClCCl>[F:7][C:8]1[CH:13]=[C:12]([S:14][C@H:2]2[CH2:6][CH2:5][CH2:4][C@@H:3]2[OH:1])[CH:11]=[CH:10][C:9]=1[CH:15]([CH3:20])[C:16]([OH:18])=[O:17]. Procedure: To an aqueous solution (19 mL) of borax (0.1 g, 0.26 mmol), 1,2-epoxycyclopentene (0.8 mL, 9.3 mmol) and compound (9) (1.60 g, 7.5 mmol) were sequentially added. The mixture was stirred at room temperature for 39 hours and dichloromethane (50 mL) was added thereto. The organic layer was washed with water and dried (over sodium sulfate). The solvent was distilled off, and the residue was subjected to silica gel column chromatography and elution with an n-hexane/ethyl acetate (8:1) solution follow... The reactants are C1CNCCN1, CN(C)C=O, CC#N, CCN(C(C)C)C(C)C, CS(=O)(=O)c1ccc(F)cc1F, CS(=O)(=O)c1ccc(F)cc1Nc1csc2ccccc12, O, Nc1csc2ccccc12. Yields the product CS(=O)(=O)c1ccc(N2CCNCC2)cc1Nc1csc2ccccc12. Reaction SMILES: [CH2:53]1[CH2:54][NH:55][CH2:56][CH2:57][NH:58]1.[CH3:59][N:60]([CH3:61])[CH:62]=[O:63].[CH3:64][C:65]#[N:66].[CH:23]([N:24]([CH2:25][CH3:26])[CH:27]([CH3:28])[CH3:29])([CH3:30])[CH3:31].[F:11][c:12]1[cH:13][c:14]([F:15])[cH:16][cH:17][c:18]1[S:19]([CH3:20])(=[O:21])=[O:22].[F:32][c:33]1[cH:34][cH:35][c:36]([S:49](=[O:50])(=[O:51])[CH3:52])[c:37]([NH:39][c:40]2[c:41]3[c:42]([s:43][cH:44]2)[cH:45][cH:46][cH:47][cH:48]3)[cH:38]1.[OH2:67].[s:1]1[cH:2][c:3]([NH2:4])[c:5]2[cH:6][cH:7][cH:8][cH:9][c:10]12>>[c:33]1([N:55]2[CH2:54][CH2:53][NH:58][CH2:57][CH2:56]2)[cH:34][cH:35][c:36]([S:49](=[O:50])(=[O:51])[CH3:52])[c:37]([NH:39][c:40]2[c:41]3[c:42]([s:43][cH:44]2)[cH:45][cH:46][cH:47][cH:48]3)[cH:38]1. Yields the product Cl.Cl.C1(=CC=CC=C1)C([C@H]1[C@H]([C@@H]2[C@H](CN1CC2)C(=O)O)NCC2=C(C=CC(=C2)S(=O)(=O)C)OC)C2=CC=CC=C2 ((3R,4S,5S,6S)-6-Diphenylmethyl-5-(-2-methoxy-5-methylsulfonyl-benzylamino)-1-azabicyclo[2.2.2]octane-3-carboxylic acid dihydrochloride). Run in Cl (HCl). The reactants are Cl.Cl.C1(=CC=CC=C1)C([C@H]1[C@H]([C@@H]2[C@H](CN1CC2)C(=O)N)NCC2=C(C=CC(=C2)S(=O)(=O)C)OC)C2=CC=CC=C2 ((3R,4S,5S,6S)-6-Diphenylmethyl-5-(-2-methoxy-5-methylsulfonyl-benzylamino)-1-azabicyclo[2.2.2]octane-3-carboxamidedihydrochloride), CS(=O)(=O)C1=CC=C(C(C=O)=C1)OC (5-methylsulfonyl-o-anisaldehyde). As a reaction SMILES: [ClH:1].Cl.[C:3]1([CH:9]([C:35]2[CH:40]=[CH:39][CH:38]=[CH:37][CH:36]=2)[C@@H:10]2[N:15]3[CH2:16][CH2:17][C@@H:12]([C@@H:13]([C:18](N)=[O:19])[CH2:14]3)[C@@H:11]2[NH:21][CH2:22][C:23]2[CH:28]=[C:27]([S:29]([CH3:32])(=[O:31])=[O:30])[CH:26]=[CH:25][C:24]=2[O:33][CH3:34])[CH:8]=[CH:7][CH:6]=[CH:5][CH:4]=1.CS(C1C=C(C=O)C(OC)=CC=1)(=O)=[O:43]>Cl>[ClH:1].[ClH:1].[C:35]1([CH:9]([C:3]2[CH:4]=[CH:5][CH:6]=[CH:7][CH:8]=2)[C@@H:10]2[N:15]3[CH2:16][CH2:17][C@@H:12]([C@@H:13]([C:18]([OH:43])=[O:19])[CH2:14]3)[C@@H:11]2[NH:21][CH2:22][C:23]2[CH:28]=[C:27]([S:29]([CH3:32])(=[O:31])=[O:30])[CH:26]=[CH:25][C:24]=2[O:33][CH3:34])[CH:40]=[CH:39][CH:38]=[CH:37][CH:36]=1 |f:0.1.2,5.6.7|. Isolated yield 55.6%. Conditions: time 15 hour. Procedure details: A solution of (3R,4S,5S,6S)-6-Diphenylmethyl-5-(-2-methoxy-5-methylsulfonyl-benzylamino)-1-azabicyclo[2.2.2]octane-3-carboxamidedihydrochloride (the compound of Example 1, 400 mg) in conc. HCl (10 ml) was warmed up to 90° C. and stirred for 15 hr. After cooling down to room temperature, the mixture was evaporated in vacuo. The residue was recrystallized from EtOAc-MeOH to give a titled compound (268.2 mg, 55.6%) as a white crystalline.